Dataset: the Open Reaction Database (ORD), a public repository of structured organic reaction records. Task: describe an organic reaction: reactants, conditions, products, and yield Starting materials: C(C)(C)(C)OC(C(=O)OC)C1=C(C2=C(C(N1C)=O)NC=C2)C2=CC=C(C=C2)Cl (methyl 2-(tert-butoxy)-2-(4-(4-chlorophenyl)-6-methyl-7-oxo-6,7-dihydro-1H-pyrrolo[2,3-c]pyridin-5-yl)acetate), FC1=C(CBr)C=C(C=C1)F (2,5-difluorobenzyl bromide). Product: C(C)(C)(C)OC(C(=O)O)C1=C(C2=C(C(N1C)=O)N(C=C2)CC2=C(C=CC(=C2)F)F)C2=CC=C(C=C2)Cl (2-(tert-butoxy)-2-(4-(4-chlorophenyl)-1-(2,5-difluorobenzyl)-6-methyl-7-oxo-6,7-dihydro-1H-pyrrolo[2,3-c]pyridin-5-yl)acetic acid). Reaction SMILES: [C:1]([O:5][CH:6]([C:11]1[N:16]([CH3:17])[C:15](=[O:18])[C:14]2[NH:19][CH:20]=[CH:21][C:13]=2[C:12]=1[C:22]1[CH:27]=[CH:26][C:25]([Cl:28])=[CH:24][CH:23]=1)[C:7]([O:9]C)=[O:8])([CH3:4])([CH3:3])[CH3:2].[F:29][C:30]1[CH:37]=[CH:36][C:35]([F:38])=[CH:34][C:31]=1[CH2:32]Br>>[C:1]([O:5][CH:6]([C:11]1[N:16]([CH3:17])[C:15](=[O:18])[C:14]2[N:19]([CH2:32][C:31]3[CH:34]=[C:35]([F:38])[CH:36]=[CH:37][C:30]=3[F:29])[CH:20]=[CH:21][C:13]=2[C:12]=1[C:22]1[CH:27]=[CH:26][C:25]([Cl:28])=[CH:24][CH:23]=1)[C:7]([OH:9])=[O:8])([CH3:2])([CH3:3])[CH3:4]. Procedure: The title compound was prepared in a manner similar to that described in Example 2 from methyl 2-(tert-butoxy)-2-(4-(4-chlorophenyl)-6-methyl-7-oxo-6,7-dihydro-1H-pyrrolo[2,3-c]pyridin-5-yl)acetate and 2,5-difluorobenzyl bromide. 1H NMR (400 MHz, CHLOROFORM-d) ppm 7.65-7.60 (m, 1H), 7.50-7.45 (m, 2H), 7.44-7.38 (m, 1H), 7.13-7.10 (m, 1H), 7.07-6.99 (m, 2H), 6.97-6.89 (m, 1H), 6.03-5.99 (m, 1H), 5.93-5.82 (m, 2H), 5.35-5.32 (m, 1H), 3.66 (s, 3H), 1.02 (s, 9H); LCMS (m/z) ES+=515 (M+1). The reactants are [OH-].[K+] (potassium hydroxide), CI (methyl iodide), [Na] (sodium), CC1=NC(NC=C1Cl)=O (4-methyl-5-chloropyrimid-2-one), CI (methyl iodide). The solvent is C(C)O (ethanol). The product is CN1C(N=C(C(=C1)Cl)C)=O (1,4-Dimethyl-5-chloropyrimid-2-one). Yield: 35.0%. Reaction SMILES: [Na].[CH3:2][C:3]1[C:8]([Cl:9])=[CH:7][NH:6][C:5](=[O:10])[N:4]=1.[CH3:11]I.[OH-].[K+]>C(O)C>[CH3:11][N:6]1[CH:7]=[C:8]([Cl:9])[C:3]([CH3:2])=[N:4][C:5]1=[O:10] |f:3.4,^1:0|. Reported procedure: A solution of the sodium salt of 4-methyl-5-chloropyrimid-2-one (0.005 mol) and methyl iodide (0.0055 mol) in abs. ethanol (70 ml) was heated under reflux until ca. neutral pH. Another 0.005 mol of potassium hydroxide and methyl iodide were added and the heating continued to ca. neutral pH. The reaction mixture was then filtered and the filtrate evaporated to dryness. The residual material was repeatedly extracted with chloroform and the chloroform extracts evaporated and the solid extract recry... Reactants: COC=1C=C(C(=O)N2CC(CC2)(C2=CC(=C(C=C2)C)C)CCN2CCC(CC2)NC2=NC3=C(N2CCOCC)C=CC=C3)C=C(C1OC)OC (1-(3,4,5-trimethoxybenzoyl)-3-(2-(4-(1-(2-ethoxyethyl)-1H-benzimidazol-2-yl-amino)piperidin-1-yl)ethyl)-3-(3,4-dimethylphenyl)pyrrolidine), CS(=O)(=O)O (methanesulfonic acid). Product: CS(=O)(=O)O.COC=1C=C(C(=O)N2CC(CC2)(C2=CC(=C(C=C2)C)C)CCN2CCC(CC2)NC2=NC3=C(N2CCOCC)C=CC=C3)C=C(C1OC)OC (1-(3,4,5-trimethoxybenzoyl)-3-(2-(4-(1-(2-ethoxyethyl)-1H-benzimidazol-2-yl-amino)piperidin-1-yl)ethyl)-3-(3,4-dimethylphenyl)pyrrolidine Methanesulfonic Acid Salt). As a reaction SMILES: [CH3:1][O:2][C:3]1[CH:4]=[C:5]([CH:44]=[C:45]([O:49][CH3:50])[C:46]=1[O:47][CH3:48])[C:6]([N:8]1[CH2:12][CH2:11][C:10]([CH2:21][CH2:22][N:23]2[CH2:28][CH2:27][CH:26]([NH:29][C:30]3[N:34]([CH2:35][CH2:36][O:37][CH2:38][CH3:39])[C:33]4[CH:40]=[CH:41][CH:42]=[CH:43][C:32]=4[N:31]=3)[CH2:25][CH2:24]2)([C:13]2[CH:18]=[CH:17][C:16]([CH3:19])=[C:15]([CH3:20])[CH:14]=2)[CH2:9]1)=[O:7].[CH3:51][S:52]([OH:55])(=[O:54])=[O:53]>>[CH3:51][S:52]([OH:55])(=[O:54])=[O:53].[CH3:50][O:49][C:45]1[CH:44]=[C:5]([CH:4]=[C:3]([O:2][CH3:1])[C:46]=1[O:47][CH3:48])[C:6]([N:8]1[CH2:12][CH2:11][C:10]([CH2:21][CH2:22][N:23]2[CH2:24][CH2:25][CH:26]([NH:29][C:30]3[N:34]([CH2:35][CH2:36][O:37][CH2:38][CH3:39])[C:33]4[CH:40]=[CH:41][CH:42]=[CH:43][C:32]=4[N:31]=3)[CH2:27][CH2:28]2)([C:13]2[CH:18]=[CH:17][C:16]([CH3:19])=[C:15]([CH3:20])[CH:14]=2)[CH2:9]1)=[O:7] |f:2.3|. Procedure: Prepare by the method of Example 3.7 using 1-(3,4,5-trimethoxybenzoyl)-3-(2-(4-(1-(2-ethoxyethyl)-1H-benzimidazol-2-yl-amino)piperidin-1-yl)ethyl)-3-(3,4-dimethylphenyl)pyrrolidine (0.4 g, 0.61 mmol) and methanesulfonic acid (0.24 g) to give the title compound: mp; 87-97° C.